From a dataset of the Open Reaction Database (ORD), a public repository of structured organic reaction records. describe an organic reaction: reactants, conditions, products, and yield As a reaction SMILES: [CH2:18]1[O:19][CH2:20][CH2:21][CH2:22]1.[CH3:9][O:10][CH:11]([CH2:12][Br:13])[O:14][CH3:15].[Cl:1][c:2]1[cH:3][c:4]([SH:8])[cH:5][cH:6][cH:7]1.[H-:16].[Na+:17]>>[Cl:1][c:2]1[cH:3][c:4]([S:8][CH2:12][CH:11]([O:10][CH3:9])[O:14][CH3:15])[cH:5][cH:6][cH:7]1. Reactants: C1CCOC1, COC(CBr)OC, Sc1cccc(Cl)c1, [H-], [Na+]. Product: COC(CSc1cccc(Cl)c1)OC. Starting materials: BrC1=C(C=C(C=C1)N)OC (4-bromo-3-methoxy-phenylamine), solution, B(Cl)(Cl)Cl (boron trichloride). Reagents/catalysts: [I-].C(CCC)[N+](CCCC)(CCCC)CCCC (tetrabutylammonium iodide). Run in ClCCl (dichloromethane), ClCCl (dichloromethane). Conditions: temperature -78 celsius, time 3 hour. Yields the product NC=1C=CC(=C(C1)O)Br (5-Amino-2-bromo-phenol). The yield is 100.7%. As a reaction SMILES: [Br:1][C:2]1[CH:7]=[CH:6][C:5]([NH2:8])=[CH:4][C:3]=1[O:9]C.B(Cl)(Cl)Cl>[I-].C([N+](CCCC)(CCCC)CCCC)CCC.ClCCl>[NH2:8][C:5]1[CH:6]=[CH:7][C:2]([Br:1])=[C:3]([OH:9])[CH:4]=1 |f:2.3|. Procedure: A suspension of 4-bromo-3-methoxy-phenylamine (37.6 g, 0.186 mol) and tetrabutylammonium iodide (96 g, 0.260 mol) in dichloromethane (1.2 L) was cooled down to −78° C. A 1M solution of boron trichloride in dichloromethane (520 mL, 0.521 mol) was added dropwise, within 20 min. The cooling bath was removed. After 3 hours, the reaction mixture was poured onto ice water (4.5 kg). The organic layer was extracted with water. The combined aqueous layers were washed with dichloromethane. The pH was adju... Reactants: C(=O)(OCC)CCCCCCCC1C(CCCC1)=O (2-(7-carbethoxyheptyl)cyclohexan-1-one), C(C)(=O)OC(C)=O (acetic anhydride). Yields the product C(C)(=O)OC1=C(CCCC1)CCCCCCCC(=O)OCC (1-acetoxy-2-(7-carbethoxyheptyl)cyclohex-1-ene). As a reaction SMILES: [C:1]([CH2:6][CH2:7][CH2:8][CH2:9][CH2:10][CH2:11][CH2:12][CH:13]1[CH2:18][CH2:17][CH2:16][CH2:15][C:14]1=[O:19])([O:3][CH2:4][CH3:5])=[O:2].[C:20](OC(=O)C)(=[O:22])[CH3:21]>>[C:20]([O:19][C:14]1[CH2:15][CH2:16][CH2:17][CH2:18][C:13]=1[CH2:12][CH2:11][CH2:10][CH2:9][CH2:8][CH2:7][CH2:6][C:1]([O:3][CH2:4][CH3:5])=[O:2])(=[O:22])[CH3:21]. Reported procedure: Treatment of 2-(7-carbethoxyheptyl)cyclohexan-1-one (Example 16) with acetic anhydride by the procedure of Example 24 is productive of the subject compound.